Dataset: the Open Reaction Database (ORD), a public repository of structured organic reaction records. Task: describe an organic reaction: reactants, conditions, products, and yield Procedure details: A solution of 2.76 g. of 3 hydroxy-3-(2',4'-difluoro-4-biphenylyl)-butanol, obtained by reacting 4-acetyl-2',4'-difluorobiphenyl with 2,2-diethoxyethyl magnesium bromide and subsequently hydrolyzing the reaction product, in 12 ml. of ethanol is added dropwise to a solution of 0.6 g. of NaBH4 in 15 ml. of ethanol. The mixture is stirred for two hours at 20° and worked up in the customary manner to give 3-(2',4'-difluoro-4-biphenylyl)butane-1,3-diol, m.p. 82°-84°. The product is FC1=C(C=CC(=C1)F)C1=CC=C(C=C1)C(CCO)(C)O (3-(2',4'-difluoro-4-biphenylyl)butane-1,3-diol). The reactants are C(C)(=O)C1=CC=C(C=C1)C1=C(C=C(C=C1)F)F (4-acetyl-2',4'-difluorobiphenyl), C(C)O (ethanol), C(C)O (ethanol), C(C)OC(C[Mg]Br)OCC (2,2-diethoxyethyl magnesium bromide), [BH4-].[Na+] (NaBH4). Run at time 2 hour. RXN SMILES: [C:1]([C:4]1[CH:9]=[CH:8][C:7]([C:10]2[CH:15]=[CH:14][C:13]([F:16])=[CH:12][C:11]=2[F:17])=[CH:6][CH:5]=1)(=[O:3])[CH3:2].C(OC(OCC)C[Mg]Br)C.[BH4-].[Na+].[CH2:30]([OH:32])[CH3:31]>>[F:17][C:11]1[CH:12]=[C:13]([F:16])[CH:14]=[CH:15][C:10]=1[C:7]1[CH:8]=[CH:9][C:4]([C:1]([OH:3])([CH3:2])[CH2:31][CH2:30][OH:32])=[CH:5][CH:6]=1 |f:2.3|. The product is Cc1ccc(S(=O)(=O)N2CCSCC2C(=O)OCCCOc2ccccc2)cc1. Reaction SMILES: [CH3:46][N:47]([c:48]1[cH:49][cH:50][n:51][cH:52][cH:53]1)[CH3:54].[CH:31]1([N:32]=[C:33]=[N:34][CH:35]2[CH2:36][CH2:37][CH2:38][CH2:39][CH2:40]2)[CH2:41][CH2:42][CH2:43][CH2:44][CH2:45]1.[Cl:55][CH2:56][Cl:57].[O:20]([c:21]1[cH:22][cH:23][cH:24][cH:25][cH:26]1)[CH2:27][CH2:28][CH2:29][OH:30].[c:1]1([CH3:19])[cH:2][cH:3][c:4]([S:7](=[O:8])(=[O:9])[N:10]2[CH:11]([C:16](=[O:17])[OH:18])[CH2:12][S:13][CH2:14][CH2:15]2)[cH:5][cH:6]1>>[c:1]1([CH3:19])[cH:2][cH:3][c:4]([S:7](=[O:8])(=[O:9])[N:10]2[CH:11]([C:16]([O:17][CH2:29][CH2:28][CH2:27][O:20][c:21]3[cH:22][cH:23][cH:24][cH:25][cH:26]3)=[O:18])[CH2:12][S:13][CH2:14][CH2:15]2)[cH:5][cH:6]1. The reactants are CN(C)c1ccncc1, C(=NC1CCCCC1)=NC1CCCCC1, ClCCl, OCCCOc1ccccc1, Cc1ccc(S(=O)(=O)N2CCSCC2C(=O)O)cc1. Reactants: Cc1onc(-c2ccccc2)c1C=O, COC(=O)c1ccc(C)nc1, CC(=O)OC(C)=O, CC(=O)O, O. Product: COC(=O)c1ccc(C=Cc2c(-c3ccccc3)noc2C)nc1. Reaction SMILES: [CH3:12][c:13]1[c:14]([CH:24]=[O:25])[c:15](-[c:18]2[cH:19][cH:20][cH:21][cH:22][cH:23]2)[n:16][o:17]1.[CH3:1][c:2]1[n:3][cH:4][c:5]([C:6](=[O:7])[O:8][CH3:9])[cH:10][cH:11]1.[CH3:26][C:27]([O:28][C:29](=[O:30])[CH3:31])=[O:32].[CH3:33][C:34](=[O:35])[OH:36].[OH2:37]>>[CH:1]([c:2]1[n:3][cH:4][c:5]([C:6](=[O:7])[O:8][CH3:9])[cH:10][cH:11]1)=[CH:24][c:14]1[c:13]([CH3:12])[o:17][n:16][c:15]1-[c:18]1[cH:19][cH:20][cH:21][cH:22][cH:23]1. The reactants are CC=1N(C(=CC1)C)C1=NN(C(=C1)C1(COC1)OC(=S)SC)COCC[Si](C)(C)C (([3-[3-(2,5-dimethyl-1H-pyrrol-1-yl)-1-[[2-(trimethylsilyl)ethoxy]methyl]-1H-pyrazol-5-yl]oxetan-3-yl]oxy)(methylsulfanyl)methanethione), C(CCC)[SnH](CCCC)CCCC (tributyltin hydride), CC(C)(C#N)N=NC(C)(C)C#N (AIBN). Run in C1(=CC=CC=C1)C (toluene). Conditions: temperature 120 celsius, time 3 hour. The product is CC=1N(C(=CC1)C)C1=NN(C(=C1)C1COC1)COCC[Si](C)(C)C (3-(2,5-dimethyl-1H-pyrrol-1-yl)-5-(oxetan-3-yl)-1-[[2-(trimethylsilyl)ethoxy]methyl]-1H-pyrazole). Isolated yield 40.4%. RXN SMILES: [CH3:1][C:2]1[N:3]([C:8]2[CH:12]=[C:11]([C:13]3(OC(SC)=S)[CH2:16][O:15][CH2:14]3)[N:10]([CH2:22][O:23][CH2:24][CH2:25][Si:26]([CH3:29])([CH3:28])[CH3:27])[N:9]=2)[C:4]([CH3:7])=[CH:5][CH:6]=1.C([SnH](CCCC)CCCC)CCC.CC(N=NC(C#N)(C)C)(C#N)C>C1(C)C=CC=CC=1>[CH3:7][C:4]1[N:3]([C:8]2[CH:12]=[C:11]([CH:13]3[CH2:14][O:15][CH2:16]3)[N:10]([CH2:22][O:23][CH2:24][CH2:25][Si:26]([CH3:28])([CH3:27])[CH3:29])[N:9]=2)[C:2]([CH3:1])=[CH:6][CH:5]=1. Procedure: Into a 2 L round-bottom flask under nitrogen was placed a solution of ([3-[3-(2,5-dimethyl-1H-pyrrol-1-yl)-1-[[2-(trimethylsilyl)ethoxy]methyl]-1H-pyrazol-5-yl]oxetan-3-yl]oxy)(methylsulfanyl)methanethione (97.0 g, 213.8 mmol, 1.0 equiv.) in toluene (1.2 L), tributyltin hydride (74.7 g, 256.7 mmol, 1.2 equiv.), and AIBN (7.0 g, 42.6 mmol, 0.2 equiv.). The resulting solution was stirred at 120° C. for 3 h, cooled to 30° C. and concentrated in vacuo. The residue was purified by SiO2 chromatography... Starting materials: CN(C)C=O, CC(C)(C)OC(=O)N1CCCC(OS(C)(=O)=O)C1, [N-]=[N+]=[N-], [Na+], O. The product is CC(C)(C)OC(=O)N1CCCC(N)C1. RXN SMILES: [CH3:23][N:24]([CH3:25])[CH:26]=[O:27].[CH3:5][S:6]([O:7][CH:10]1[CH2:11][N:12]([C:16](=[O:17])[O:18][C:19]([CH3:20])([CH3:21])[CH3:22])[CH2:13][CH2:14][CH2:15]1)(=[O:8])=[O:9].[N-:2]=[N+:3]=[N-:4].[Na+:1].[OH2:28]>>[NH2:2][CH:10]1[CH2:11][N:12]([C:16](=[O:17])[O:18][C:19]([CH3:20])([CH3:21])[CH3:22])[CH2:13][CH2:14][CH2:15]1. Yields the product COc1ccc(Nc2nc(Cl)nc3c2c(I)cn3S(=O)(=O)c2ccc(C)cc2)cc1. RXN SMILES: [CH3:23][O:24][c:25]1[cH:26][cH:27][c:28]([NH2:31])[cH:29][cH:30]1.[CH3:48][CH2:49][O:50][C:51]([CH3:52])=[O:53].[CH:32]([N:33]([CH2:34][CH3:35])[CH:36]([CH3:37])[CH3:38])([CH3:39])[CH3:40].[Cl:1][c:2]1[n:3][c:4]([Cl:22])[c:5]2[c:6]([n:7]1)[n:8]([S:12](=[O:13])(=[O:14])[c:15]1[cH:16][cH:17][c:18]([CH3:19])[cH:20][cH:21]1)[cH:9][c:10]2[I:11].[O:42]1[CH2:43][CH2:44][O:45][CH2:46][CH2:47]1.[OH2:41]>>[Cl:1][c:2]1[n:3][c:4]([NH:31][c:28]2[cH:27][cH:26][c:25]([O:24][CH3:23])[cH:30][cH:29]2)[c:5]2[c:6]([n:7]1)[n:8]([S:12](=[O:13])(=[O:14])[c:15]1[cH:16][cH:17][c:18]([CH3:19])[cH:20][cH:21]1)[cH:9][c:10]2[I:11]. Reactants: COc1ccc(N)cc1, CCOC(C)=O, CCN(C(C)C)C(C)C, Cc1ccc(S(=O)(=O)n2cc(I)c3c(Cl)nc(Cl)nc32)cc1, C1COCCO1, O. The reactants are CCOC(=O)C (EtOAc), ClC=1N=C(C2=C(N1)C(CC2)C2=CC=C(C=C2)F)Cl (2,4-dichloro-7-(4-fluorophenyl)-6,7-dihydro-5H-cyclopenta[d]pyrimidine), N[C@@H](CCSC)C(=O)O (Met), C[Si](C)(C)[N-][Si](C)(C)C.[K+] (KHMDS). Solvent: COCCOC (DME). Reaction conditions: time 10 minute. Product: ClC=1N=C(C2=C(N1)C(CC2)(C)C2=CC=C(C=C2)F)Cl (2,4-dichloro-7-(4-fluorophenyl)-7-methyl-6,7-dihydro-5H-cyclopenta[d]pyrimidine). Isolated yield 81.0%. RXN SMILES: [Cl:1][C:2]1[N:3]=[C:4]([Cl:18])[C:5]2[CH2:10][CH2:9][CH:8]([C:11]3[CH:16]=[CH:15][C:14]([F:17])=[CH:13][CH:12]=3)[C:6]=2[N:7]=1.[CH3:19][Si]([N-][Si](C)(C)C)(C)C.[K+].N[C@H](C(O)=O)CCSC.CCOC(C)=O>COCCOC>[Cl:1][C:2]1[N:3]=[C:4]([Cl:18])[C:5]2[CH2:10][CH2:9][C:8]([C:11]3[CH:16]=[CH:15][C:14]([F:17])=[CH:13][CH:12]=3)([CH3:19])[C:6]=2[N:7]=1 |f:1.2|. Procedure details: To a solution of 2,4-dichloro-7-(4-fluorophenyl)-6,7-dihydro-5H-cyclopenta[d]pyrimidine, (Preparation S, 3.56 g, 12.57 mmol) in DME (Volume: 84 mL) at −78° C. was added KHMDS (0.91 M in THF, 15.20 ml, 13.83 mmol) dropwise. After 10 min, Met (2.36 mL, 37.7 mmol) was added. The reaction was kept at −78° C. for 10 min, then allowed to come to rt. An aliquot taken while the reaction was still cool was quenched with water and extracted with EtOAc. TLC (10% EtOAc/Hex) and LC/MS showed the clean conver...